From a dataset of the Open Reaction Database (ORD), a public repository of structured organic reaction records. describe an organic reaction: reactants, conditions, products, and yield As a reaction SMILES: C1(P(C2CCCCC2)C2C=CC=CC=2C2C(C(C)C)=CC(C(C)C)=CC=2C(C)C)CCCCC1.[O:35]1[CH2:40][CH2:39][N:38]([C:41]2[C:46]([NH2:47])=[CH:45][C:44]([N:48]3[CH2:53][CH2:52][O:51][CH2:50][CH2:49]3)=[CH:43][N:42]=2)[CH2:37][CH2:36]1.Cl[C:55]1[C:64]2[C:59](=[CH:60][C:61]([F:66])=[CH:62][C:63]=2[F:65])[N:58]=[C:57]([C:67]2[CH:75]=[CH:74][CH:73]=[C:72]3[C:68]=2[CH:69]=[CH:70][N:71]3[CH3:76])[C:56]=1[CH3:77].CC(C)([O-])C.[Na+]>C1(C)C=CC=CC=1.C1C=CC(/C=C/C(/C=C/C2C=CC=CC=2)=O)=CC=1.C1C=CC(/C=C/C(/C=C/C2C=CC=CC=2)=O)=CC=1.C1C=CC(/C=C/C(/C=C/C2C=CC=CC=2)=O)=CC=1.[Pd].[Pd]>[O:35]1[CH2:40][CH2:39][N:38]([C:41]2[C:46]([NH:47][C:55]3[C:64]4[C:59](=[CH:60][C:61]([F:66])=[CH:62][C:63]=4[F:65])[N:58]=[C:57]([C:67]4[CH:75]=[CH:74][CH:73]=[C:72]5[C:68]=4[CH:69]=[CH:70][N:71]5[CH3:76])[C:56]=3[CH3:77])=[CH:45][C:44]([N:48]3[CH2:49][CH2:50][O:51][CH2:52][CH2:53]3)=[CH:43][N:42]=2)[CH2:37][CH2:36]1 |f:3.4,6.7.8.9.10|. The reactants are C1(CCCCC1)P(C1=C(C=CC=C1)C1=C(C=C(C=C1C(C)C)C(C)C)C(C)C)C1CCCCC1 (dicyclohexyl(2′,4′,6′-triisopropylbiphenyl-2-yl)phosphine), CC(C)([O-])C.[Na+] (sodium tert-butoxide), O1CCN(CC1)C1=NC=C(C=C1N)N1CCOCC1 (2,5-dimorpholinopyridin-3-amine), ClC1=C(C(=NC2=CC(=CC(=C12)F)F)C1=C2C=CN(C2=CC=C1)C)C (4-chloro-5,7-difluoro-3-methyl-2-(1-methyl-1H-indol-4-yl)quinoline). Product: O1CCN(CC1)C1=NC=C(C=C1NC1=C(C(=NC2=CC(=CC(=C12)F)F)C1=C2C=CN(C2=CC=C1)C)C)N1CCOCC1 (N-(2,5-dimorpholinopyridin-3-yl)-5,7-difluoro-3-methyl-2-(1-methyl-1H-indol-4-yl)quinolin-4-amine). The reagents and catalysts are C=1C=CC(=CC1)/C=C/C(=O)/C=C/C2=CC=CC=C2.C=1C=CC(=CC1)/C=C/C(=O)/C=C/C2=CC=CC=C2.C=1C=CC(=CC1)/C=C/C(=O)/C=C/C2=CC=CC=C2.[Pd].[Pd] (Pd2dba3). Solvent: C1(=CC=CC=C1)C (toluene). Procedure details: The Buchwald prepared according to Procedure H using dicyclohexyl(2′,4′,6′-triisopropylbiphenyl-2-yl)phosphine (0.020 g, 0.042 mmol), 2,5-dimorpholinopyridin-3-amine (0.083 g, 0.32 mmol), 4-chloro-5,7-difluoro-3-methyl-2-(1-methyl-1H-indol-4-yl)quinoline (0.090 g, 0.26 mmol), Pd2dba3 (9.62 mg, 10.50 mmol) and sodium tert-butoxide (0.068 g, 0.71 mmol) in toluene (2.6 mL) at 120° C. for 3.5 h. The crude product was purified by column chromatography on basic alumina (0 to 50% hexanes/EtOAc) to give... The reactants are CCO, [Na+], [OH-], CCOC(=O)C(Cc1ccc(OCC=C2c3ccccc3OCOc3ccccc32)cc1)OCC. Product: CCOC(Cc1ccc(OCC=C2c3ccccc3OCOc3ccccc32)cc1)C(=O)O. RXN SMILES: [CH3:38][CH2:39][OH:40].[Na+:2].[OH-:1].[cH:3]1[cH:4][cH:5][cH:6][c:7]2[c:14]1[C:13](=[CH:15][CH2:16][O:17][c:18]1[cH:19][cH:20][c:21]([CH2:24][CH:25]([C:26](=[O:27])[O:28][CH2:29][CH3:30])[O:31][CH2:32][CH3:33])[cH:22][cH:23]1)[c:12]1[c:11]([cH:37][cH:36][cH:35][cH:34]1)[O:10][CH2:9][O:8]2>>[cH:3]1[cH:4][cH:5][cH:6][c:7]2[c:14]1[C:13](=[CH:15][CH2:16][O:17][c:18]1[cH:19][cH:20][c:21]([CH2:24][CH:25]([C:26](=[O:27])[OH:28])[O:31][CH2:32][CH3:33])[cH:22][cH:23]1)[c:12]1[c:11]([cH:37][cH:36][cH:35][cH:34]1)[O:10][CH2:9][O:8]2. Reactants: BrC1=C(C#N)C=CC=C1 (2-bromobenzonitrile), NC1=CC=CC=C1 (aniline), CC1(C2=C(C(=CC=C2)P(C3=CC=CC=C3)C4=CC=CC=C4)OC5=C(C=CC=C51)P(C6=CC=CC=C6)C7=CC=CC=C7)C (Xantphos), C([O-])([O-])=O.[Cs+].[Cs+] (cesium carbonate). Conditions: temperature 90 celsius, time 8 hour. Reported procedure: To a suspension of 2-bromobenzonitrile (1.5 g, 8.2 mmol), aniline (1.1 g, 12.4 mmol), Xantphos (0.7 g, 1.2 mmol) and cesium carbonate (5.4 g, 16.5 mmol) in dioxane (50 mL) was added Pd2dba3 (375 mg, 0.4 mmol) at rt under N2. The reaction was stirred at 90° C. for 8 h. The reaction mixture was filtered and concentrated. Purification by silica gel chromatography (PE:EtOAc=200:1) gave 1.3 g (81%) of the title compound as a yellow oil. 1H NMR (300 MHz, CDCl3): δ 6.36 (1H, br s), 6.86 (1H, td, J=0.9,... The product is C1(=CC=CC=C1)NC1=C(C#N)C=CC=C1 (2-(phenylamino)benzonitrile). As a reaction SMILES: Br[C:2]1[CH:9]=[CH:8][CH:7]=[CH:6][C:3]=1[C:4]#[N:5].[NH2:10][C:11]1[CH:16]=[CH:15][CH:14]=[CH:13][CH:12]=1.CC1(C)C2C(=C(P(C3C=CC=CC=3)C3C=CC=CC=3)C=CC=2)OC2C(P(C3C=CC=CC=3)C3C=CC=CC=3)=CC=CC1=2.C(=O)([O-])[O-].[Cs+].[Cs+]>O1CCOCC1.C1C=CC(/C=C/C(/C=C/C2C=CC=CC=2)=O)=CC=1.C1C=CC(/C=C/C(/C=C/C2C=CC=CC=2)=O)=CC=1.C1C=CC(/C=C/C(/C=C/C2C=CC=CC=2)=O)=CC=1.[Pd].[Pd]>[C:11]1([NH:10][C:2]2[CH:9]=[CH:8][CH:7]=[CH:6][C:3]=2[C:4]#[N:5])[CH:16]=[CH:15][CH:14]=[CH:13][CH:12]=1 |f:3.4.5,7.8.9.10.11|. Reagents/catalysts: C=1C=CC(=CC1)/C=C/C(=O)/C=C/C2=CC=CC=C2.C=1C=CC(=CC1)/C=C/C(=O)/C=C/C2=CC=CC=C2.C=1C=CC(=CC1)/C=C/C(=O)/C=C/C2=CC=CC=C2.[Pd].[Pd] (Pd2dba3). The solvent is O1CCOCC1 (dioxane). Yield: 81.6%. Starting materials: O=C(OCc1ccccc1)ON1C(=O)CCC1=O, CC(C)c1[nH][nH]c(=O)c1Cc1ccccc1, CCOC(C)=O, CN(C)C=O, O. Yields the product CC(C)c1c(Cc2ccccc2)c(=O)[nH]n1C(=O)OCc1ccccc1. As a reaction SMILES: [CH2:17]([c:18]1[cH:19][cH:20][cH:21][cH:22][cH:23]1)[O:24][C:25](=[O:26])[O:27][N:28]1[C:29](=[O:30])[CH2:31][CH2:32][C:33]1=[O:34].[CH2:1]([c:2]1[cH:3][cH:4][cH:5][cH:6][cH:7]1)[c:8]1[c:9](=[O:16])[nH:10][nH:11][c:12]1[CH:13]([CH3:14])[CH3:15].[CH3:36][CH2:37][O:38][C:39](=[O:40])[CH3:41].[CH3:42][N:43]([CH3:44])[CH:45]=[O:46].[OH2:35]>>[CH2:1]([c:2]1[cH:3][cH:4][cH:5][cH:6][cH:7]1)[c:8]1[c:9](=[O:16])[nH:10][n:11]([C:25]([O:24][CH2:17][c:18]2[cH:19][cH:20][cH:21][cH:22][cH:23]2)=[O:26])[c:12]1[CH:13]([CH3:14])[CH3:15].